Dataset: the Open Reaction Database (ORD), a public repository of structured organic reaction records. Task: describe an organic reaction: reactants, conditions, products, and yield Reactants: O=C[C@@H](O)[C@@H](O)[C@H](O)CO (D-lyxose), O=C[C@H](O)[C@H](O)[C@H](O)CO (D-ribose). The product is O=C[C@H](O)[C@@H](O)[C@@H](O)CO (L-arabinose). As a reaction SMILES: [O:1]=[CH:2][C@H:3]([C@H:5]([C@@H:7]([CH2:9][OH:10])[OH:8])[OH:6])[OH:4].O=C[C@@H]([C@@H]([C@@H](CO)O)O)O>>[O:1]=[CH:2][C@@H:3]([C@H:5]([C@H:7]([CH2:9][OH:10])[OH:8])[OH:6])[OH:4]. Reported procedure: 3.0%, D-lyxose: 2.3%, D-ribose: 3.0%,